The task is: describe an organic reaction: reactants, conditions, products, and yield. This data is from the Open Reaction Database (ORD), a public repository of structured organic reaction records. Starting materials: [N+](=O)(O)[O-] (HNO3), [OH-].[Na+] (NaOH), OC1=CC(=NC=C1)C(F)(F)F (4-hydroxy-2-trifluoromethylpyridine). Solvent: OS(=O)(=O)O (H2SO4), OS(=O)(=O)O (H2SO4). Product: [N+](=O)([O-])C=1C(=CC(=NC1)C(F)(F)F)O (5-nitro-2-trifluoromethyl-pyridin-4-ol). Reaction SMILES: [OH:1][C:2]1[CH:7]=[CH:6][N:5]=[C:4]([C:8]([F:11])([F:10])[F:9])[CH:3]=1.[N+:12]([O-])([OH:14])=[O:13].[OH-].[Na+]>OS(O)(=O)=O>[N+:12]([C:7]1[C:2]([OH:1])=[CH:3][C:4]([C:8]([F:11])([F:9])[F:10])=[N:5][CH:6]=1)([O-:14])=[O:13] |f:2.3|. Procedure details: 25 mL of fuming H2SO4 under cold conditions (0° C.) is added dropwise to a stirred solution of 4-hydroxy-2-trifluoromethylpyridine [Chemistry of Heterocyclic Compounds 1997, 33, 995-996] (4 g, 24.5 mmol) in concentrated H2SO4 (10 mL). HNO3 (fuming, 90%, 25 mL) is added carefully to the above mixture with caution to keep the offset of any exotherm under control, and the reaction is allowed to warm to room temperature slowly. After heating at 120° C. for 6 h with stirring, the resulting mixture is... Reactants: O=C(N=C=S)c1ccccc1, CC(C)=O, Nc1nccs1. Yields the product NC(=S)Nc1nccs1. RXN SMILES: [C:7](=[O:8])([c:9]1[cH:10][cH:11][cH:12][cH:13][cH:14]1)[N:15]=[C:16]=[S:17].[CH3:18][C:19](=[O:20])[CH3:21].[NH2:1][c:2]1[s:3][cH:4][cH:5][n:6]1>>[NH:1]([c:2]1[s:3][cH:4][cH:5][n:6]1)[C:16]([NH2:15])=[S:17]. Reactants: C(C)(C)(C)[Si](N1C=CC=2C=C3C(=CC12)OCO3)(C)C (5-(tert-butyl-dimethyl-silanyl)-5H-[1,3]dioxolo[4,5-f]indole), CCCC[N+](CCCC)(CCCC)CCCC.[F-] (TBAF), ClC1=NC(=NC=C1)NC1CC(NC(C1)(C)C)(C)C ((4-chloro-pyrimidin-2-yl)-(2,2,6,6-tetramethyl-piperidin-4-yl)-amine), TBDMS. Product: O1COC=2C1=CC=1C(=CNC1C2)C2=NC(=NC=C2)NC2CC(NC(C2)(C)C)(C)C ([4-(5H-[1,3]Dioxolo[4,5-f]indol-7-yl)-pyrimidin-2-yl]-(2,2,6,6-tetramethyl-piperidin-4-yl)-amine). RXN SMILES: C([Si](C)(C)[N:6]1[C:14]2[CH:13]=[C:12]3[O:15][CH2:16][O:17][C:11]3=[CH:10][C:9]=2[CH:8]=[CH:7]1)(C)(C)C.Cl[C:21]1[CH:26]=[CH:25][N:24]=[C:23]([NH:27][CH:28]2[CH2:33][C:32]([CH3:35])([CH3:34])[NH:31][C:30]([CH3:37])([CH3:36])[CH2:29]2)[N:22]=1.CCCC[N+](CCCC)(CCCC)CCCC.[F-]>>[O:17]1[C:11]2=[CH:10][C:9]3[C:8]([C:25]4[CH:26]=[CH:21][N:22]=[C:23]([NH:27][CH:28]5[CH2:33][C:32]([CH3:35])([CH3:34])[NH:31][C:30]([CH3:37])([CH3:36])[CH2:29]5)[N:24]=4)=[CH:7][NH:6][C:14]=3[CH:13]=[C:12]2[O:15][CH2:16]1 |f:2.3|. Procedure: The title compound was prepared as described in Example 215, starting from 5-(tert-butyl-dimethyl-silanyl)-5H-[1,3]dioxolo[4,5-f]indole (prepared by TBDMS protection of 5H-[1,3]Dioxolo[4,5-f]indole) and (4-chloro-pyrimidin-2-yl)-(2,2,6,6-tetramethyl-piperidin-4-yl)-amine, followed by in situ cleavage of the TBDMS protecting group with catalytic amounts of TBAF. Yield: 555 mg (87%). Starting materials: Cl.N1C[C@@H](CC1)NC(=O)C1=CNC2=C1N=CN=C2C2=C(C=C(C(=C2)OC)F)OCC2CC2 (4-(2-Cyclopropylmethoxy-4-fluoro-5-methoxy-phenyl)-5H-pyrrolo[3,2-d]pyrimidine-7-carboxylic acid (R)-pyrrolidin-3-ylamide hydrochloride), COCC(=O)Cl (methoxy-acetyl chloride). Yields the product COCC(=O)N1C[C@@H](CC1)NC(=O)C1=CNC2=C1N=CN=C2C2=C(C=C(C(=C2)OC)F)OCC2CC2 (4-(2-Cyclopropylmethoxy-4-fluoro-5-methoxy-phenyl)-5H-pyrrolo[3,2-d]pyrimidine-7-carboxylic acid [(R)-1-(2-methoxy-acetyl)-pyrrolidin-3-yl]amide). RXN SMILES: Cl.[NH:2]1[CH2:6][CH2:5][C@@H:4]([NH:7][C:8]([C:10]2[C:14]3[N:15]=[CH:16][N:17]=[C:18]([C:19]4[CH:24]=[C:23]([O:25][CH3:26])[C:22]([F:27])=[CH:21][C:20]=4[O:28][CH2:29][CH:30]4[CH2:32][CH2:31]4)[C:13]=3[NH:12][CH:11]=2)=[O:9])[CH2:3]1.[CH3:33][O:34][CH2:35][C:36](Cl)=[O:37]>>[CH3:33][O:34][CH2:35][C:36]([N:2]1[CH2:6][CH2:5][C@@H:4]([NH:7][C:8]([C:10]2[C:14]3[N:15]=[CH:16][N:17]=[C:18]([C:19]4[CH:24]=[C:23]([O:25][CH3:26])[C:22]([F:27])=[CH:21][C:20]=4[O:28][CH2:29][CH:30]4[CH2:31][CH2:32]4)[C:13]=3[NH:12][CH:11]=2)=[O:9])[CH2:3]1)=[O:37] |f:0.1|. Procedure: Starting from 4-(2-Cyclopropylmethoxy-4-fluoro-5-methoxy-phenyl)-5H-pyrrolo[3,2-d]pyrimidine-7-carboxylic acid (R)-pyrrolidin-3-ylamide hydrochloride (example A165) and methoxy-acetyl chloride the title compound is obtained as colorless solid. Reactants: FC=1C=C(C=C(C1)F)NC=1N=CC(=C2C1N(C=C2C)C)C(=O)N2CCOCC2 (1-[7-(3,5-Difluoro-phenylamino)-1,3-dimethyl-1H-pyrrolo[2,3-c]pyridin-4-yl]-1-morpholin-4-yl-methanone), Cl (hydrochloric acid). The reagents and catalysts are C(C)OCC (diethyl ether). Solvent: C(C)O (ethanol). Product: Cl.FC=1C=C(C=C(C1)F)NC=1N=CC(=C2C1N(C=C2C)C)C(=O)N2CCOCC2 (1-[7-(3,5-Difluoro-phenylamino)-1,3-dimethyl-1H-pyrrolo[2,3-c]pyridin-4-yl]-1-morpholin-4-yl-methanone hydrochloride salt). Reaction SMILES: [F:1][C:2]1[CH:3]=[C:4]([NH:9][C:10]2[N:11]=[CH:12][C:13]([C:21]([N:23]3[CH2:28][CH2:27][O:26][CH2:25][CH2:24]3)=[O:22])=[C:14]3[C:18]([CH3:19])=[CH:17][N:16]([CH3:20])[C:15]=23)[CH:5]=[C:6]([F:8])[CH:7]=1.[ClH:29]>C(O)C.C(OCC)C>[ClH:29].[F:8][C:6]1[CH:5]=[C:4]([NH:9][C:10]2[N:11]=[CH:12][C:13]([C:21]([N:23]3[CH2:24][CH2:25][O:26][CH2:27][CH2:28]3)=[O:22])=[C:14]3[C:18]([CH3:19])=[CH:17][N:16]([CH3:20])[C:15]=23)[CH:3]=[C:2]([F:1])[CH:7]=1 |f:4.5|. Procedure details: 1-[7-(3,5-Difluoro-phenylamino)-1,3-dimethyl-1H-pyrrolo[2,3-c]pyridin-4-yl]-1-morpholin-4-yl-methanone (24 mg) was dissolved in warm ethanol (5 ml) and treated with a solution of 1M hydrochloric acid in diethyl ether (10 drops) The mixture was evaporated, triturated with diethyl ether and filtered off then dried at 40° C. under vacuum to afford the title compound (20 mg). Starting materials: OCCNC(C(O)C1=CC=CC=C1)C1=CC=CC=C1 (β-[(2-Hydroxyethyl)amino]-α-phenylbenzeneethanol), [OH-].[Na+] (sodium hydroxide). The solvent is S(O)(O)(=O)=O (sulfuric acid). Reaction conditions: temperature 100 celsius. Yields the product C1(=CC=CC=C1)C1C(NCCO1)C1=CC=CC=C1 (2,3-Diphenylmorpholine). Reaction SMILES: O[CH2:2][CH2:3][NH:4][CH:5]([C:14]1[CH:19]=[CH:18][CH:17]=[CH:16][CH:15]=1)[CH:6]([C:8]1[CH:13]=[CH:12][CH:11]=[CH:10][CH:9]=1)[OH:7].[OH-].[Na+]>S(=O)(=O)(O)O>[C:8]1([CH:6]2[O:7][CH2:2][CH2:3][NH:4][CH:5]2[C:14]2[CH:19]=[CH:18][CH:17]=[CH:16][CH:15]=2)[CH:13]=[CH:12][CH:11]=[CH:10][CH:9]=1 |f:1.2|. Reported procedure: β-[(2-Hydroxyethyl)amino]-α-phenylbenzeneethanol erythro isomer, 7.1 g (0.027 mole) was added to 20 ml of 70% sulfuric acid at 0° C. The mixture was heated at 100° C. for 3 hr and poured into ice and neutralized with 25% sodium hydroxide. The neutralized mixture was extracted with diethyl ether and the extract was dried and the solvent evaporated to give 5.8 g (54%), m.p. 70°-72° C. of solids. The solids were recrystallized from ethanol water mixture followed by low boiling petroleum ether, m.p....